This data is from the Open Reaction Database (ORD), a public repository of structured organic reaction records. The task is: describe an organic reaction: reactants, conditions, products, and yield As a reaction SMILES: [C:1]([O:5][C:6]([N:8]1[CH2:12][CH2:11][CH:10]([CH2:13][C:14]2[N:22]3[C:17]([C:18]([NH2:23])=[N:19][CH:20]=[N:21]3)=[C:16](Br)[CH:15]=2)[CH2:9]1)=[O:7])([CH3:4])([CH3:3])[CH3:2].[CH2:25]([N:32]1[CH:40]=[C:39]2[C:34]([CH:35]=[C:36](B3OC(C)(C)C(C)(C)O3)[CH:37]=[CH:38]2)=[N:33]1)[C:26]1[CH:31]=[CH:30][CH:29]=[CH:28][CH:27]=1.C([O-])([O-])=O.[Na+].[Na+]>CN(C=O)C.CCOC(C)=O.C1C=CC([P]([Pd]([P](C2C=CC=CC=2)(C2C=CC=CC=2)C2C=CC=CC=2)([P](C2C=CC=CC=2)(C2C=CC=CC=2)C2C=CC=CC=2)[P](C2C=CC=CC=2)(C2C=CC=CC=2)C2C=CC=CC=2)(C2C=CC=CC=2)C2C=CC=CC=2)=CC=1>[C:1]([O:5][C:6]([N:8]1[CH2:12][CH2:11][CH:10]([CH2:13][C:14]2[N:22]3[C:17]([C:18]([NH2:23])=[N:19][CH:20]=[N:21]3)=[C:16]([C:36]3[CH:37]=[CH:38][C:39]4[C:34]([CH:35]=3)=[N:33][N:32]([CH2:25][C:26]3[CH:31]=[CH:30][CH:29]=[CH:28][CH:27]=3)[CH:40]=4)[CH:15]=2)[CH2:9]1)=[O:7])([CH3:4])([CH3:3])[CH3:2] |f:2.3.4,^1:70,72,91,110|. Run at temperature 110 celsius. The reagents and catalysts are C=1C=CC(=CC1)[P](C=2C=CC=CC2)(C=3C=CC=CC3)[Pd]([P](C=4C=CC=CC4)(C=5C=CC=CC5)C=6C=CC=CC6)([P](C=7C=CC=CC7)(C=8C=CC=CC8)C=9C=CC=CC9)[P](C=1C=CC=CC1)(C=1C=CC=CC1)C=1C=CC=CC1 (tetrakis(triphenylphosphine)palladium(0)). The product is C(C)(C)(C)OC(=O)N1CC(CC1)CC1=CC(=C2C(=NC=NN21)N)C=2C=CC1=CN(N=C1C2)CC2=CC=CC=C2 (3-[4-Amino-5-(2-benzyl-2H-indazol-6-yl)-pyrrolo[2,1-f][1,2,4]triazin-7-ylmethyl]-pyrrolidine-1-carboxylic acid tert-butyl ester). Run in CCOC(=O)C (EtOAc), CN(C)C=O (DMF). The yield is 46.2%. Procedure: To a stirred solution 3-(4-Amino-5-bromo-pyrrolo[2,1-f][1,2,4]triazin-7-ylmethyl)-pyrrolidine-1-carboxylic acid tert-butyl ester (0.49 g, 1.24 mmol), Intermediate C (0.62 g, 1.86 mmol), and tetrakis(triphenylphosphine)palladium(0) (0.37 g, 0.32 mmol) in degassed DMF (8 mL) was added aqueous Na2CO3 (2M, 2.00 mL). The resulting mixture was heated at 110° C. for 3 h and then cooled to rt. The reaction mixture was diluted with EtOAc and filtered through a Celite® pad. The organic layer was separated... Reactants: C(C)(C)(C)OC(=O)N1CC(CC1)CC1=CC(=C2C(=NC=NN21)N)Br (3-(4-Amino-5-bromo-pyrrolo[2,1-f][1,2,4]triazin-7-ylmethyl)-pyrrolidine-1-carboxylic acid tert-butyl ester), C(C1=CC=CC=C1)N1N=C2C=C(C=CC2=C1)B1OC(C(O1)(C)C)(C)C (2-benzyl-6-(4,4,5,5-tetramethyl-{1,3,2]dioxaborolan-2-yl)-2H-indazole), C(=O)([O-])[O-].[Na+].[Na+] (Na2CO3). Reactants: O (water), C(C=C)Br (allyl bromide), ClC=1CN=CC2(C3=C(C1)C1=C(CC3)NC(C1)C2C)C (10-chloro-6,12-dimethyl-1,2,3,4,5,6-hexahydro-2,6-methano-9H-pyrrolo[3,2-h][3]benzazocine), C(C)(C)N(CC)C(C)C (diisopropylethyl amine). The solvent is C(C)(=O)OCC (ethyl acetate), CN(C=O)C (dimethylformamide), CN(C=O)C (dimethylformamide). Reaction conditions: temperature 0 celsius, time 3 hour. Yields the product ClC=1CN=CC2(C3=C(C1)C1=C(CC3)N(C(C1)C2C)CC=C)C (10-Chloro-6,12-dimethyl-1,2,3,4,5,6-hexahydro-3-(2-propenyl)-2,6-methano-9H-pyrrolo[3,2-h][3]benzazocine). Yield: 47.0%. Reaction SMILES: [Cl:1][C:2]1[CH2:3][N:4]=[CH:5][C:6]2([CH3:19])[CH:17]([CH3:18])[CH:15]3[CH2:16][C:10]4=[C:11]([NH:14]3)[CH2:12][CH2:13][C:7]2=[C:8]4[CH:9]=1.[CH:20](N(C(C)C)CC)([CH3:22])[CH3:21].C(Br)C=C.O>CN(C)C=O.C(OCC)(=O)C>[Cl:1][C:2]1[CH2:3][N:4]=[CH:5][C:6]2([CH3:19])[CH:17]([CH3:18])[CH:15]3[CH2:16][C:10]4=[C:11]([N:14]3[CH2:22][CH:20]=[CH2:21])[CH2:12][CH2:13][C:7]2=[C:8]4[CH:9]=1. Procedure: To a stirred solution of 1.30 g of 10-chloro-6,12-dimethyl-1,2,3,4,5,6-hexahydro-2,6-methano-9H-pyrrolo[3,2-h][3]benzazocine, and 24 ml of dimethylformamide was added 1.69 ml of diisopropylethyl amine. Upon cooling to 0° C., the mixture was cooled to 0° C. and 0.45 ml of allyl bromide in 5.0 ml of dimethylformamide was added, under nitrogen. The mixture was stirred an additional 3 hr at 0° C. and was poured into water and ethyl acetate. The layers were separated and the aqueous layer was extract... Reactants: OC1=NC=NC(=C1)C (4-hydroxy-6-methylpyrimidine), C1CC(=O)N(C1=O)I (NIS). The solvent is C(C)(=O)O (acetic acid). Reaction conditions: time 30 hour. Product: IC=1C(NC=NC1C)=O (5-Iodo-6-methyl-3H-pyrimidin-4-one). Reaction SMILES: [OH:1][C:2]1[CH:7]=[C:6]([CH3:8])[N:5]=[CH:4][N:3]=1.C1C(=O)N([I:16])C(=O)C1>C(O)(=O)C>[I:16][C:7]1[C:2](=[O:1])[NH:3][CH:4]=[N:5][C:6]=1[CH3:8]. Procedure: To a stirred solution of 70 g (0.64 mol) 4-hydroxy-6-methylpyrimidine in acetic acid is added 127 g (0.56 mol) NIS portion wise at RT within 15 min. The reaction is stirred for 30 h at RT until all starting material is consumed. The reaction mixture is diluted with water and the solid product is filtered off and washed with sodium thiosulfate solution to remove excess iodine. After drying, the desired product is obtained as a pale brown solid (90 g; 60%) which is used without further purificatio... Reactants: Cl.N1=C2C(=NO1)C=C(C=C2)C(=O)C2CCNCC2 (4-(Benzofurazan-5-carbonyl)piperidine hydrochloride), BrCCC=1C=CC=2C(=NON2)C1 (5-(2-bromoethyl)benzofurazan), C([O-])(O)=O.[Na+] (sodium bicarbonate), Cl (HCl). The reagents and catalysts are [I-].[Li+] (lithium iodide). Solvent: C(C)O (ethanol), C(C)(=O)OCC (ethyl acetate). The product is Cl.N1=C2C(=NO1)C=C(C=C2)CCN2CCC(CC2)C(=O)C=2C=CC=1C(=NON1)C2 (1-[2-(Benzofurazan-5-yl)ethyl]-4-(benzofurazan-5-carbonyl)piperidine hydrochloride). Isolated yield 40.3%. Reaction SMILES: [ClH:1].[N:2]1[O:6][N:5]=[C:4]2[CH:7]=[C:8]([C:11]([CH:13]3[CH2:18][CH2:17][NH:16][CH2:15][CH2:14]3)=[O:12])[CH:9]=[CH:10][C:3]=12.Br[CH2:20][CH2:21][C:22]1[CH:23]=[CH:24][C:25]2[C:26]([CH:30]=1)=[N:27][O:28][N:29]=2.C(=O)(O)[O-].[Na+].Cl>C(O)C.C(OCC)(=O)C.[I-].[Li+]>[ClH:1].[N:29]1[O:28][N:27]=[C:26]2[CH:30]=[C:22]([CH2:21][CH2:20][N:16]3[CH2:17][CH2:18][CH:13]([C:11]([C:8]4[CH:9]=[CH:10][C:3]5[C:4]([CH:7]=4)=[N:5][O:6][N:2]=5)=[O:12])[CH2:14][CH2:15]3)[CH:23]=[CH:24][C:25]=12 |f:0.1,3.4,8.9,10.11|. Reported procedure: 4-(Benzofurazan-5-carbonyl)piperidine hydrochloride (80 mg, 0.3 mmol), 5-(2-bromoethyl)benzofurazan (170 mg, 0.75 mmol), sodium bicarbonate (101 mg, 1.2 mmol) and lithium iodide (1 mg) in ethanol were heated under reflux for 19 hours, cooled and the solvent was evaporated under reduced pressure. The residue was purified by flash column chromatography on silica gel, eluting with CH2Cl2 /CH3OH/NH3 (Aq.); 98:2:0.2 to give a yellow solid. This was dissolved in ethyl acetate (2 ml), and ethanolic HCl... Reactants: CCOC(=O)c1nc(C(C)(C)COCCCl)[nH]c(=O)c1O, [K+], [K+], O=C([O-])[O-], CN(C)C=O. Yields the product CCOC(=O)c1nc2n(c(=O)c1O)CCOCC2(C)C. Reaction SMILES: [Cl:1][CH2:2][CH2:3][O:4][CH2:5][C:6]([CH3:7])([CH3:8])[c:9]1[nH:10][c:11](=[O:21])[c:12]([OH:20])[c:13]([C:15](=[O:16])[O:17][CH2:18][CH3:19])[n:14]1.[K+:22].[K+:23].[O-:24][C:25]([O-:26])=[O:27].[O:28]=[CH:29][N:30]([CH3:31])[CH3:32]>>[CH2:2]1[CH2:3][O:4][CH2:5][C:6]([CH3:7])([CH3:8])[c:9]2[n:10]1[c:11](=[O:21])[c:12]([OH:20])[c:13]([C:15](=[O:16])[O:17][CH2:18][CH3:19])[n:14]2. Reactants: CN(C=1C=CC=C2C=C(NC12)C=1SC(CN1)CC(=O)O)S(=O)(=O)C=1SC=CC1 ((2-{7-[methyl(2-thienylsulfonyl)amino]-1H-indol-2-yl}-4,5-dihydro-1,3-thiazol-5-yl)acetic acid), CC1=C(C(=O)OC(C2=C(C=CC=C2[N+](=O)[O-])C)=O)C(=CC=C1)[N+](=O)[O-] (2-methyl-6-nitrobenzoic acid anhydride), CS(=O)(=O)N (methanesulfonamide), Cl (Hydrochloric acid). The reagents and catalysts are CN(C1=CC=NC=C1)C (4-dimethylaminopyridine). The solvent is C(C)#N (acetonitrile), C(C)N(CC)CC (triethylamine). Yields the product CS(=O)(=O)NC(CC1CN=C(S1)C=1NC2=C(C=CC=C2C1)N(S(=O)(=O)C=1SC=CC1)C)=O (N-(methylsulfonyl)-2-(2-{7-[methyl(2-thienylsulfonyl)amino]-1H-indol-2-yl}-4,5-dihydro-1,3-thiazol-5-yl)acetamide). Yield: 32.3%. Reaction SMILES: [CH3:1][N:2]([S:21]([C:24]1[S:25][CH:26]=[CH:27][CH:28]=1)(=[O:23])=[O:22])[C:3]1[CH:4]=[CH:5][CH:6]=[C:7]2[C:11]=1[NH:10][C:9]([C:12]1[S:13][CH:14]([CH2:17][C:18](O)=[O:19])[CH2:15][N:16]=1)=[CH:8]2.CC1C=CC=C([N+]([O-])=O)C=1C(OC(=O)C1C([N+]([O-])=O)=CC=CC=1C)=O.[CH3:54][S:55]([NH2:58])(=[O:57])=[O:56].Cl>CN(C)C1C=CN=CC=1.C(#N)C.C(N(CC)CC)C>[CH3:54][S:55]([NH:58][C:18](=[O:19])[CH2:17][CH:14]1[S:13][C:12]([C:9]2[NH:10][C:11]3[C:7]([CH:8]=2)=[CH:6][CH:5]=[CH:4][C:3]=3[N:2]([CH3:1])[S:21]([C:24]2[S:25][CH:26]=[CH:27][CH:28]=2)(=[O:23])=[O:22])=[N:16][CH2:15]1)(=[O:57])=[O:56]. Procedure: A solution of (2-{7-[methyl(2-thienylsulfonyl)amino]-1H-indol-2-yl}-4,5-dihydro-1,3-thiazol-5-yl)acetic acid (200 mg), 2-methyl-6-nitrobenzoic acid anhydride (190 mg), 4-dimethylaminopyridine (56 mg), triethylamine (200 μL) and methanesulfonamide (46 mg) in acetonitrile (5 mL) was stirred at room temperature for 18 hr. 1N Hydrochloric acid was added to the reaction mixture, and the mixture was extracted with ethyl acetate. The ethyl acetate layer was washed with saturated brine, dried (MgSO4), a... The reactants are CC(=O)C (Acetone), COC(C1=CC(=CC=C1)SC1=CC=C(C=C1)N(C)C)=O (3-(4-dimethylamino-phenylsulfanyl)-benzoic acid methyl ester), [H-].[Al+3].[Li+].[H-].[H-].[H-] (lithium aluminium hydride). Solvent: O1CCCC1 (tetrahydrofuran), O1CCCC1 (tetrahydrofuran), [Cl-].[Na+].O (brine). Conditions: time 1 hour. Product: CN(C1=CC=C(C=C1)SC=1C=C(C=CC1)CO)C ((3-(4Dimethylamino-phenylsulfanyl)-phenyl)-methanol). Isolated yield 98.3%. Reaction SMILES: [H-].[Al+3].[Li+].[H-].[H-].[H-].C[O:8][C:9](=O)[C:10]1[CH:15]=[CH:14][CH:13]=[C:12]([S:16][C:17]2[CH:22]=[CH:21][C:20]([N:23]([CH3:25])[CH3:24])=[CH:19][CH:18]=2)[CH:11]=1.CC(C)=O>O1CCCC1.[Cl-].[Na+].O>[CH3:24][N:23]([CH3:25])[C:20]1[CH:19]=[CH:18][C:17]([S:16][C:12]2[CH:11]=[C:10]([CH2:9][OH:8])[CH:15]=[CH:14][CH:13]=2)=[CH:22][CH:21]=1 |f:0.1.2.3.4.5,9.10.11|. Reported procedure: To a suspension of lithium aluminium hydride (61 mg, 1.1 mmol) in dry tetrahydrofuran (2 mL) at 0° C., under an argon atmosphere, was added a solution of 3-(4-dimethylamino-phenylsulfanyl)-benzoic acid methyl ester (287 mg, 1.0 mmol) in dry tetrahydrofuran (4 mL) in a dropwise manner. The mixture was stirred at room temperature for 1 hour and then cooled to 0° C. Acetone (2 mL) was added dropwise followed by brine (8 mL) to give a slurry that was filtered through a pad of celite, which was washe... Reactants: CCCSc1c(C(=O)O)cnn1-c1ccc(CC(=O)OC)cc1, CCOC(C)=O, CCN(C(C)C)C(C)C, O=C(Cl)C(=O)Cl, ClCCl, NC1CCCCC1, CN(C)C=O. The product is CCCSc1c(C(=O)NC2CCCCC2)cnn1-c1ccc(CC(=O)OC)cc1. Reaction SMILES: [CH3:1][O:2][C:3](=[O:4])[CH2:5][c:6]1[cH:7][cH:8][c:9](-[n:12]2[n:13][cH:14][c:15]([C:21](=[O:22])[OH:23])[c:16]2[S:17][CH2:18][CH2:19][CH3:20])[cH:10][cH:11]1.[CH3:49][CH2:50][O:51][C:52]([CH3:53])=[O:54].[CH:37]([N:38]([CH2:39][CH3:40])[CH:41]([CH3:42])[CH3:43])([CH3:44])[CH3:45].[Cl:24][C:25]([C:26]([Cl:27])=[O:28])=[O:29].[Cl:46][CH2:47][Cl:48].[NH2:30][CH:31]1[CH2:32][CH2:33][CH2:34][CH2:35][CH2:36]1.[O:55]=[CH:56][N:57]([CH3:58])[CH3:59]>>[CH3:1][O:2][C:3](=[O:4])[CH2:5][c:6]1[cH:7][cH:8][c:9](-[n:12]2[n:13][cH:14][c:15]([C:21](=[O:23])[NH:30][CH:31]3[CH2:32][CH2:33][CH2:34][CH2:35][CH2:36]3)[c:16]2[S:17][CH2:18][CH2:19][CH3:20])[cH:10][cH:11]1. Reactants: CC1([C@@H]([C@@H]1C#CC(OCC(Cl)(Cl)Cl)=O)C(=O)O)C ((1R,cis)2,2-dimethyl-3-[3-oxo-3-(2,2,2-trichloroethoxy)-1-propynyl]-cyclopropane-carboxylic acid), O(C1=CC=CC=C1)C=1C=C(C=CC1)[C@@H](C)O (1-(R)(3-phenoxy-phenyl)-ethanol). Product: CC1([C@@H]([C@@H]1C#CC(OCC(Cl)(Cl)Cl)=O)C(=O)O[C@@H](C1=CC(=CC=C1)OC1=CC=CC=C1)C)C ((R)α-methyl-3-phenoxy-benzyl(1R,cis)2,2-dimethyl-3-[3-oxo-3-(2,2,2-trichloroethoxy)-1-propynyl]-cyclopropane-carboxylate). As a reaction SMILES: [CH3:1][C:2]1([CH3:18])[C@@H:4]([C:5]#[C:6][C:7](=[O:14])[O:8][CH2:9][C:10]([Cl:13])([Cl:12])[Cl:11])[C@H:3]1[C:15]([OH:17])=[O:16].[O:19]([C:26]1[CH:27]=[C:28]([C@H:32](O)[CH3:33])[CH:29]=[CH:30][CH:31]=1)[C:20]1[CH:25]=[CH:24][CH:23]=[CH:22][CH:21]=1>>[CH3:1][C:2]1([CH3:18])[C@@H:4]([C:5]#[C:6][C:7](=[O:14])[O:8][CH2:9][C:10]([Cl:13])([Cl:11])[Cl:12])[C@H:3]1[C:15]([O:17][C@H:32]([CH3:33])[C:28]1[CH:29]=[CH:30][CH:31]=[C:26]([O:19][C:20]2[CH:25]=[CH:24][CH:23]=[CH:22][CH:21]=2)[CH:27]=1)=[O:16]. Reported procedure: Using the procedure of Step D of Example 9, 6 g of (1R,cis)2,2-dimethyl-3-[3-oxo-3-(2,2,2-trichloroethoxy)-1-propynyl]-cyclopropane-carboxylic acid and 4.1 g of 1-(R)(3-phenoxy-phenyl)-ethanol were reacted to obtain after chromatography and elution with an 8--2 mixture of cyclohexaneethyl acetate 4.38 g of (R)α-methoxy-3-phenoxy-benzyl(1R,cis)2,2-dimethyl-3-[3-oxo-3-(2,2,2-trichloroethoxy)-1-propynyl]-cyclopropane-carboxylate.